From a dataset of the Open Reaction Database (ORD), a public repository of structured organic reaction records. describe an organic reaction: reactants, conditions, products, and yield Reactants: C(C)OC(=O)C=1NC2=CC=C(C=C2C1)OCC1=CC=CC=C1 (5-Benzyloxyindole-2-carboxylic acid ethylester), [Mg] (magnesium), ClCCl (dichloromethane). The solvent is CO (methanol). Reaction conditions: temperature 7.5 celsius, time 3 hour. Product: COC(=O)C1NC2=CC=C(C=C2C1)OCC1=CC=CC=C1 (5-Benzyloxyindoline-2(R/S)-carboxylic acid methylester). As a reaction SMILES: [CH2:1]([O:3][C:4]([C:6]1[NH:7][C:8]2[C:13]([CH:14]=1)=[CH:12][C:11]([O:15][CH2:16][C:17]1[CH:22]=[CH:21][CH:20]=[CH:19][CH:18]=1)=[CH:10][CH:9]=2)=[O:5])C.[Mg].ClCCl>CO>[CH3:1][O:3][C:4]([CH:6]1[CH2:14][C:13]2[C:8](=[CH:9][CH:10]=[C:11]([O:15][CH2:16][C:17]3[CH:22]=[CH:21][CH:20]=[CH:19][CH:18]=3)[CH:12]=2)[NH:7]1)=[O:5]. Reported procedure: 5-Benzyloxyindole-2-carboxylic acid ethylester (3 g, 10.1 mmol) and magnesium turnings (1.2 g, 50 mmol) were suspended in dried methanol (180 mL). This mixture was stirred at 5-10° C. under nitrogen for 3 hours, then poured into dichloromethane, and washed with saturated ammonium chloride solution. The organic layer was separated, and the aqueous layer was extracted with dichloromethane. The combined organic layers were dried over sodium sulphate and evaporated to leave a brown solid which was f...